Dataset: the Open Reaction Database (ORD), a public repository of structured organic reaction records. Task: describe an organic reaction: reactants, conditions, products, and yield Starting materials: COC(CCCCCCNC(\C(=C\C1=CC=CC=C1)\C1=CC=CC=C1)=O)=O (methyl-(2E)-7-(2,3-diphenylacrylamido)heptanoate), Cl.NO (Hydroxylamine hydrochloride), [OH-].[K+] (KOH). The solvent is ClCCl (dichloromethane), O (water), CO (methanol), CO (methanol). Conditions: time 30 minute. Yields the product C1(=CC=CC=C1)/C(/C(=O)NCCCCCCC(=O)NO)=C\C1=CC=CC=C1 ((2E)-7-(2,3-diphenylacrylamido)-N-hydroxy heptanamide). Yield: 57.1%. Reaction SMILES: Cl.[NH2:2][OH:3].[OH-].[K+].C[O:7][C:8](=O)[CH2:9][CH2:10][CH2:11][CH2:12][CH2:13][CH2:14][NH:15][C:16](=[O:31])/[C:17](/[C:25]1[CH:30]=[CH:29][CH:28]=[CH:27][CH:26]=1)=[CH:18]/[C:19]1[CH:24]=[CH:23][CH:22]=[CH:21][CH:20]=1>CO.ClCCl.O>[C:25]1(/[C:17](=[CH:18]\[C:19]2[CH:24]=[CH:23][CH:22]=[CH:21][CH:20]=2)/[C:16]([NH:15][CH2:14][CH2:13][CH2:12][CH2:11][CH2:10][CH2:9][C:8]([NH:2][OH:3])=[O:7])=[O:31])[CH:30]=[CH:29][CH:28]=[CH:27][CH:26]=1 |f:0.1,2.3|. Procedure details: Hydroxylamine hydrochloride (1.4 g, 19.7 mmol) in methanol (3 mL) was mixed with KOH (1.1 g, 19.7 mmol) in methanol (2.5 mL) at 0° C. and the reaction mixture was sonicated for 5 minutes. A white precipitate was formed which was filtered. The filtrate was immediately added to the methyl-(2E)-7-(2,3-diphenylacrylamido)heptanoate (0.4 g, 1.1 mmol) in dichloromethane (1 mL) and the mixture was stirred at room temperature for 30 min. Reaction mixture was diluted with water (20 mL) and extracted with...